This data is from the Open Reaction Database (ORD), a public repository of structured organic reaction records. The task is: describe an organic reaction: reactants, conditions, products, and yield Reactants: Clc1ccncc1, Cl, COc1ccc(N2CCNCC2)cc1, N, O. Yields the product COc1ccc(N2CCN(c3ccncc3)CC2)cc1. As a reaction SMILES: [Cl:16][c:17]1[cH:18][cH:19][n:20][cH:21][cH:22]1.[ClH:15].[N:1]1([c:7]2[cH:8][cH:9][c:10]([O:13][CH3:14])[cH:11][cH:12]2)[CH2:2][CH2:3][NH:4][CH2:5][CH2:6]1.[NH3:23].[OH2:24]>>[N:1]1([c:7]2[cH:8][cH:9][c:10]([O:13][CH3:14])[cH:11][cH:12]2)[CH2:2][CH2:3][N:4]([c:17]2[cH:18][cH:19][n:20][cH:21][cH:22]2)[CH2:5][CH2:6]1. Reactants: C(C=C)#N (acrylonitrile), CO (methanol), [OH-].C(C1=CC=CC=C1)[N+](C)(C)C (N-benzyltrimethyl-ammonium hydroxide), N1C(=CC2=CC=CC=C12)C(=O)OC (methyl 2-indolecarboxylate). The solvent is O1CCOCC1 (1,4-dioxane). Conditions: temperature 55 celsius. Yields the product C(#N)CCN1C(=CC2=CC=CC=C12)C(=O)OC (methyl 1-(2-cyano-ethyl)-2-indolecarboxylate). Isolated yield 99.7%. Reaction SMILES: [C:1](#[N:4])[CH:2]=[CH2:3].CO.[OH-].C([N+](C)(C)C)C1C=CC=CC=1.[NH:19]1[C:27]2[C:22](=[CH:23][CH:24]=[CH:25][CH:26]=2)[CH:21]=[C:20]1[C:28]([O:30][CH3:31])=[O:29]>O1CCOCC1>[C:1]([CH2:2][CH2:3][N:19]1[C:27]2[C:22](=[CH:23][CH:24]=[CH:25][CH:26]=2)[CH:21]=[C:20]1[C:28]([O:30][CH3:31])=[O:29])#[N:4] |f:2.3|. Procedure: After 3.63 g (68.4 mmol) of acrylonitrile and 2.2 ml of 40% methanol solution of N-benzyltrimethyl-ammonium hydroxide was added to a solution of 10.0 g (57.1 mmol) of methyl 2-indolecarboxylate in 150 ml of 1,4-dioxane, the mixture was stirred at 55° C. for an hour. The reaction mixture was concentrated under reduced pressure. The resulting residue was added to a mixture of 5 ml of acetic acid and 500 ml of water. The aqueous layer was extracted twice with methylene chloride and the combined ext... Isolated yield 79.0%. The reagents and catalysts are [Pd].C1(=CC=CC=C1)P(C1=CC=CC=C1)C1=CC=CC=C1.C1(=CC=CC=C1)P(C1=CC=CC=C1)C1=CC=CC=C1.C1(=CC=CC=C1)P(C1=CC=CC=C1)C1=CC=CC=C1.C1(=CC=CC=C1)P(C1=CC=CC=C1)C1=CC=CC=C1 (tetrakis(triphenylphosphine) palladium(0)). Reported procedure: Combine 9-borabicyclo[3.3.1]nonane (62.6 mL, 31.3 mmol, 0.5 M in THF) and (S)-1,4-dibenzyl-2-vinyl-piperazine. (2.29 g, 7.83 mmol) and stir at ambient temperature. After 18 hours, add triphenylphosphine (657 mg, 2.50 mmol), tetrakis(triphenylphosphine) palladium(0) (362 mg, 0.31 mmol), and 2-bromopyridine (1.12 mL, 11.7 mmol). Add 3M NaOH (6.4 mL, 19.3 mmol) slowly, and gas evolution will occur. Heat at reflux. After 24 hours, cool to ambient temperature, add 5N HCl (50 mL), and stir 1 hour. Dil... Yields the product C(C1=CC=CC=C1)N1[C@H](CN(CC1)CC1=CC=CC=C1)CCC1=NC=CC=C1 ((S)-1,4-Dibenzyl-2-(2-pyridin-2-yl-ethyl)-piperazine). Run in Cl (HCl), Cl (HCl). Run at time 18 hour. Reactants: C12CCCC(CCC1)B2 (9-borabicyclo[3.3.1]nonane), [OH-].[Na+] (NaOH), C(C1=CC=CC=C1)N1[C@H](CN(CC1)CC1=CC=CC=C1)C=C ((S)-1,4-dibenzyl-2-vinyl-piperazine), C1(=CC=CC=C1)P(C1=CC=CC=C1)C1=CC=CC=C1 (triphenylphosphine), BrC1=NC=CC=C1 (2-bromopyridine). Reaction SMILES: C12BC(CCC1)CCC2.[CH2:10]([N:17]1[CH2:22][CH2:21][N:20]([CH2:23][C:24]2[CH:29]=[CH:28][CH:27]=[CH:26][CH:25]=2)[CH2:19][C@@H:18]1[CH:30]=[CH2:31])[C:11]1[CH:16]=[CH:15][CH:14]=[CH:13][CH:12]=1.C1(P(C2C=CC=CC=2)C2C=CC=CC=2)C=CC=CC=1.Br[C:52]1[CH:57]=[CH:56][CH:55]=[CH:54][N:53]=1.[OH-].[Na+]>Cl.[Pd].C1(P(C2C=CC=CC=2)C2C=CC=CC=2)C=CC=CC=1.C1(P(C2C=CC=CC=2)C2C=CC=CC=2)C=CC=CC=1.C1(P(C2C=CC=CC=2)C2C=CC=CC=2)C=CC=CC=1.C1(P(C2C=CC=CC=2)C2C=CC=CC=2)C=CC=CC=1>[CH2:10]([N:17]1[CH2:22][CH2:21][N:20]([CH2:23][C:24]2[CH:29]=[CH:28][CH:27]=[CH:26][CH:25]=2)[CH2:19][C@@H:18]1[CH2:30][CH2:31][C:52]1[CH:57]=[CH:56][CH:55]=[CH:54][N:53]=1)[C:11]1[CH:12]=[CH:13][CH:14]=[CH:15][CH:16]=1 |f:4.5,7.8.9.10.11|. The reactants are C(=O)(N1C=NC=C1)N1C=NC=C1 (1,1′-Carbonyldiimidazole), CC(CC(=O)O)(CCC)C (3,3-dimethylhexanoic acid), [N-]1C=NC=C1 (imidazolide), [K+].C(CC(=O)[O-])(=O)OCC (Ethyl malonate potassium salt), [Cl-].[Mg+2].[Cl-] (magnesium chloride), OP(=O)(O)O (H3PO4). Run in C1CCOC1 (THF), C1CCOC1 (THF). Reaction conditions: time 3 hour. Product: CC(CC(CC(=O)OCC)=O)(CCC)C (ethyl 5,5-dimethyl-3-oxo-octanoate). Yield: 70.7%. Reaction SMILES: C(N1C=CN=C1)(N1C=CN=C1)=O.[CH3:13][C:14]([CH3:22])([CH2:19][CH2:20][CH3:21])[CH2:15][C:16]([OH:18])=O.[K+].[C:24]([O:30][CH2:31][CH3:32])(=[O:29])[CH2:25]C([O-])=O.[Cl-].[Mg+2].[Cl-].[N-]1C=CN=C1.OP(O)(O)=O>C1COCC1>[CH3:22][C:14]([CH3:13])([CH2:19][CH2:20][CH3:21])[CH2:15][C:16](=[O:18])[CH2:25][C:24]([O:30][CH2:31][CH3:32])=[O:29] |f:2.3,4.5.6|. Procedure: Under N2, 1,1′-Carbonyldiimidazole (294 g, 1.82 mol) and THF (1000 mL) was slowly added to 3,3-dimethylhexanoic acid (238 g, 1.65 mol in 200 mL of THF), to a 2 L 3-necked flask. After the addition was completed, the solution was stirred at ambient temperature for 3 hours. Ethyl malonate potassium salt (281 g, 1.65 mol), THF (1500 mL) and magnesium chloride (157 g, 1.65 mol) were added under N2 to a flask equipped with an over-head stirrer. The mixture was stirred at 50° C. for 3 hours. It was th... Starting materials: compound, O=C1CCN(CC1)C1=CC=C(C#N)C=C1 (4-(4-Oxo-1-piperidinyl)benzonitrile), N1C(CCC1)=O (pyrrolidone), C1(=CC=C(C=C1)S(=O)(=O)O)C (p-toluenesulfonic acid), C1=CC=CC=C1 (benzene). Run in O (water). The product is N1(CCCC1)C=1CCN(CC1)C1=CC=C(C#N)C=C1 (4-[3,6-Dihydro-4-(1-pyrrolidinyl)-1(2H)-pyridinyl]benzonitrile). Isolated yield 66.0%. RXN SMILES: O=[C:2]1[CH2:7][CH2:6][N:5]([C:8]2[CH:15]=[CH:14][C:11]([C:12]#[N:13])=[CH:10][CH:9]=2)[CH2:4][CH2:3]1.[NH:16]1[CH2:20][CH2:19][CH2:18][C:17]1=O.C1(C)C=CC(S(O)(=O)=O)=CC=1.C1C=CC=CC=1>O>[N:16]1([C:2]2[CH2:7][CH2:6][N:5]([C:8]3[CH:15]=[CH:14][C:11]([C:12]#[N:13])=[CH:10][CH:9]=3)[CH2:4][CH:3]=2)[CH2:20][CH2:19][CH2:18][CH2:17]1. Procedure: A solution of 24 g (0.1199 mol) of the compound of (b), 15 ml (12.78 g/0.1796 mol) of pyrrolidone, 240 mg of p-toluenesulfonic acid, and 100 ml of benzene is stirred at reflux with the azeotropic removal of water for 6 hours. After cooling, the resulting precipitate is collected and triturated with ethyl ether to afford 20 g (66%) of title compound: m.p. 126°-129° C.; IR (KBr) 2200, 1635, and 1600 cm-1 ; 'H NMR (CDCl3) δ 7.48 (d, 2H), 6.7 (d, 2H), 4.3-4.1 (m, 1H), 3.95-3.45 (m, 4H), 3.2-2.85 (m,... Reactants: [BH3-]OC(C)=O, Cn1c(C=O)cnc1-c1ccc2ncnc(Nc3ccc(OCc4ccccc4)cc3)c2c1, CC(=O)O, ClCCl, NC(=O)C1CCCN1, [Na+]. The product is Cn1c(CN2CCCC2C(N)=O)cnc1-c1ccc2ncnc(Nc3ccc(OCc4ccccc4)cc3)c2c1. As a reaction SMILES: [C:46]([O:47][BH3-:48])(=[O:49])[CH3:50].[CH2:1]([c:2]1[cH:3][cH:4][cH:5][cH:6][cH:7]1)[O:8][c:9]1[cH:10][cH:11][c:12]([NH:15][c:16]2[n:17][cH:18][n:19][c:20]3[cH:21][cH:22][c:23](-[c:26]4[n:27][cH:28][c:29]([CH:32]=[O:33])[n:30]4[CH3:31])[cH:24][c:25]23)[cH:13][cH:14]1.[CH3:34][C:35](=[O:36])[OH:37].[Cl:52][CH2:53][Cl:54].[NH2:38][C:39](=[O:40])[CH:41]1[CH2:42][CH2:43][CH2:44][NH:45]1.[Na+:51]>>[CH2:1]([c:2]1[cH:3][cH:4][cH:5][cH:6][cH:7]1)[O:8][c:9]1[cH:10][cH:11][c:12]([NH:15][c:16]2[n:17][cH:18][n:19][c:20]3[cH:21][cH:22][c:23](-[c:26]4[n:27][cH:28][c:29]([CH2:32][N:45]5[CH:41]([C:39]([NH2:38])=[O:40])[CH2:42][CH2:43][CH2:44]5)[n:30]4[CH3:31])[cH:24][c:25]23)[cH:13][cH:14]1. Reactants: C(CCCCC)(=O)Cl (hexanoyl chloride), COC=1C=NC(=NC1)N (5-Methoxypyrimidin-2-amine), NCC(=O)O (glycine). Solvent: N1=CC=CC=C1 (pyridine). Run at time 30 minute. Yields the product COC=1C=NC(=NC1)NC(CCCCC)=O (N-(5-methoxypyrimidin-2-yl)hexanamide). The yield is 83.8%. Reaction SMILES: [CH3:1][O:2][C:3]1[CH:4]=[N:5][C:6]([NH2:9])=[N:7][CH:8]=1.[C:10](Cl)(=[O:16])[CH2:11][CH2:12][CH2:13][CH2:14][CH3:15].NCC(O)=O>N1C=CC=CC=1>[CH3:1][O:2][C:3]1[CH:4]=[N:5][C:6]([NH:9][C:10](=[O:16])[CH2:11][CH2:12][CH2:13][CH2:14][CH3:15])=[N:7][CH:8]=1. Procedure details: 5-Methoxypyrimidin-2-amine (12.3 g, 98.3 mmol) was dissolved in pyridine (123 mL), the solution was added with hexanoyl chloride (14.5 g, 108 mmol) on an ice bath, and the mixture was stirred at room temperature for 30 minutes. The reaction mixture was added with 1 M aqueous glycine (98.3 mL) at 0° C., and the mixture was stirred for 1 hour, and then extracted with chloroform. The organic layer was washed with saturated brine, dried over anhydrous sodium sulfate, and then concentrated under redu... The reactants are C1=COCCC1, COP(=O)(OC)C(O)c1cccc(C#N)c1, Cc1ccccc1, Cc1ccc(S(=O)(=O)O)cc1. The product is COP(=O)(OC)C(OC1CCCCO1)c1cccc(C#N)c1. As a reaction SMILES: [CH2:1]1[CH2:2][O:3][CH:4]=[CH:5][CH2:6]1.[CH3:18][O:19][P:20]([O:21][CH3:22])(=[O:23])[CH:24]([OH:25])[c:26]1[cH:27][c:28]([C:32]#[N:33])[cH:29][cH:30][cH:31]1.[CH3:34][c:35]1[cH:36][cH:37][cH:38][cH:39][cH:40]1.[c:7]1([CH3:8])[cH:9][cH:10][c:11]([S:12]([OH:13])(=[O:14])=[O:15])[cH:16][cH:17]1>>[CH2:1]1[CH2:2][O:3][CH:4]([O:25][CH:24]([P:20]([O:19][CH3:18])([O:21][CH3:22])=[O:23])[c:26]2[cH:27][c:28]([C:32]#[N:33])[cH:29][cH:30][cH:31]2)[CH2:5][CH2:6]1. Reactants: [N+](=O)([O-])C=1C=C(CCN2C(C=3C(C2=O)=CC=CC3)=O)C=CC1 (N-(3-nitrophenethyl)phthalimide), NN (hydrazine). The solvent is C(C)O (ethanol). Yields the product [N+](=O)([O-])C=1C=C(CCN)C=CC1 (3-Nitrophenethylamine). Yield: 99.0%. RXN SMILES: [N+:1]([C:4]1[CH:5]=[C:6]([CH:20]=[CH:21][CH:22]=1)[CH2:7][CH2:8][N:9]1C(=O)C2=CC=CC=C2C1=O)([O-:3])=[O:2].NN>C(O)C>[N+:1]([C:4]1[CH:5]=[C:6]([CH:20]=[CH:21][CH:22]=1)[CH2:7][CH2:8][NH2:9])([O-:3])=[O:2]. Procedure: In ethanol (150 ml) was suspended N-(3-nitrophenethyl)phthalimide obtained in Preparation Example 26. To the mixture was added hydrazine (5.7 ml), followed by heating under reflux for 1 hour. Though the reaction mixture was once completely dissolved, crystals again precipitated. The crystals were filtered off and washed with cooled ethanol. Then, the solvent was evaporated, to give the title compound (5.559 g, 99%) as a yellow oil. Starting materials: C1(=CC=CC=C1)N1N=C(C(C1=O)C(CC(C)=O)=O)C (1-[1-phenyl-3-methyl-5-oxo-4,5-dihydro-1H-pyrazol-4-yl]-butane-1,3-dione), OCCNN (2-hydroxy-ethyl hydrazine). The product is OCCN1N=C(C=C1C1=C(N(N=C1C)C1=CC=CC=C1)O)C (2-(2-Hydroxy-ethyl)-5,5′-dimethyl-2′-phenyl-2H,2′H-[3,4′]bipyrazolyl-3′-ol). RXN SMILES: [C:1]1([N:7]2[C:11](=[O:12])[CH:10]([C:13](=O)[CH2:14][C:15](=O)[CH3:16])[C:9]([CH3:19])=[N:8]2)[CH:6]=[CH:5][CH:4]=[CH:3][CH:2]=1.[OH:20][CH2:21][CH2:22][NH:23][NH2:24]>>[OH:20][CH2:21][CH2:22][N:23]1[C:13]([C:10]2[C:9]([CH3:19])=[N:8][N:7]([C:1]3[CH:6]=[CH:5][CH:4]=[CH:3][CH:2]=3)[C:11]=2[OH:12])=[CH:14][C:15]([CH3:16])=[N:24]1. Procedure: Prepare the title compound from 1-[1-phenyl-3-methyl-5-oxo-4,5-dihydro-1H-pyrazol-4-yl]-butane-1,3-dione and 2-hydroxy-ethyl hydrazine according to the procedure of Example 28.